This data is from the Open Reaction Database (ORD), a public repository of structured organic reaction records. The task is: describe an organic reaction: reactants, conditions, products, and yield Reactants: CO, O=C(O)c1ccc(Cl)s1, O, O=S(=O)(O)O. The product is COC(=O)c1ccc(Cl)s1. As a reaction SMILES: [CH3:16][OH:17].[Cl:1][c:2]1[cH:3][cH:4][c:5]([C:7](=[O:8])[OH:9])[s:6]1.[OH2:15].[S:10](=[O:11])(=[O:12])([OH:13])[OH:14]>>[Cl:1][c:2]1[cH:3][cH:4][c:5]([C:7](=[O:8])[O:9][CH3:16])[s:6]1. Reactants: C1(=CC=CC=C1)CCNC1=NC(=C2N=C(N(C2=N1)CC)Br)N (2-(2-phenylethylamino)-8-bromo-9-ethyl-9H-purin-6-ylamine), C(CCC)[Sn](CCCC)(CCCC)C=1OC=CC1 (tributylstannyl furan). The reagents and catalysts are Cl[Pd]([P](C1=CC=CC=C1)(C2=CC=CC=C2)C3=CC=CC=C3)([P](C4=CC=CC=C4)(C5=CC=CC=C5)C6=CC=CC=C6)Cl (bis(triphenylphosphine)palladium dichloride). Run in O1CCCC1 (tetrahydrofuran). Run at temperature 60 celsius. Yields the product C1(=CC=CC=C1)CCNC1=NC(=C2N=C(N(C2=N1)CC)C=1OC=CC1)N (2-(2-phenylethylamino)-8-(furan-2-yl)-9-ethyl-9H-purin-6-ylamine). As a reaction SMILES: [C:1]1([CH2:7][CH2:8][NH:9][C:10]2[N:18]=[C:17]3[C:13]([N:14]=[C:15](Br)[N:16]3[CH2:19][CH3:20])=[C:12]([NH2:22])[N:11]=2)[CH:6]=[CH:5][CH:4]=[CH:3][CH:2]=1.C([Sn]([C:36]1[O:37][CH:38]=[CH:39][CH:40]=1)(CCCC)CCCC)CCC>O1CCCC1.Cl[Pd](Cl)([P](C1C=CC=CC=1)(C1C=CC=CC=1)C1C=CC=CC=1)[P](C1C=CC=CC=1)(C1C=CC=CC=1)C1C=CC=CC=1>[C:1]1([CH2:7][CH2:8][NH:9][C:10]2[N:18]=[C:17]3[C:13]([N:14]=[C:15]([C:36]4[O:37][CH:38]=[CH:39][CH:40]=4)[N:16]3[CH2:19][CH3:20])=[C:12]([NH2:22])[N:11]=2)[CH:6]=[CH:5][CH:4]=[CH:3][CH:2]=1 |^1:48,67|. Reported procedure: A mixture of 2-(2-phenylethylamino)-8-bromo-9-ethyl-9H-purin-6-ylamine (0.28 mmol), tributylstannyl furan (440 μL, 1.4 mmol), and bis(triphenylphosphine)palladium dichloride (12 mg, 0.017 mmol) was dissolved in dry tetrahydrofuran (10 mL), and heated at 60° C. for 3 hours. The solvent was removed in vacuo, and the residue was partitioned between water and chloroform. The organic layer was dried (Na2SO4), filtered and concentrated in vacuo. The residue was dissolved in CHCl3/MeOH and extracted wi... Reactants: CCOCC (Ether), C(CCC)[Li] (n-Butyllithium), ClC=1C=C(C=CC1)C=1OCC(N1)(C)C (2-(3-chlorophenyl)-4,4-dimethyloxazoline), CSSC (Dimethyl disulphide). Run in C1CCOC1 (THF). Reaction conditions: temperature -65 celsius, time 3 hour. The product is ClC=1C(=C(C=CC1)C=1OCC(N1)(C)C)SC (2-(3-chloro-2-methylsulphenylphenyl)-4,4-dimethyloxazoline). Yield: 96.3%. Reaction SMILES: C([Li])CCC.[Cl:6][C:7]1[CH:8]=[C:9]([C:13]2[O:14][CH2:15][C:16]([CH3:19])([CH3:18])[N:17]=2)[CH:10]=[CH:11][CH:12]=1.[CH3:20][S:21]SC.CCOCC>C1COCC1>[Cl:6][C:7]1[C:8]([S:21][CH3:20])=[C:9]([C:13]2[O:14][CH2:15][C:16]([CH3:19])([CH3:18])[N:17]=2)[CH:10]=[CH:11][CH:12]=1. Procedure details: n-Butyllithium (2.5M in hexane, 4.2 ml) was added to a solution of 2-(3-chlorophenyl)-4,4-dimethyloxazoline (2 g) in THF while maintaining the temperature below -45° C. The mixture was stirred at -65° C. for 3 hours. Dimethyl disulphide (1.0 g) was added and the mixture was stirred at -65° C. for 2.5 hours and allowed to warm to room temperature. Ether was added and the mixture was washed with water, dried (MgSO4) and filtered. The filtrate was evaporated to dryness to give 2-(3-chloro-2-methyls... The reactants are CC(=O)c1ccc(S(=O)(=O)Cl)cc1, NCc1ccccc1-c1ccccc1C(=O)NCCc1ccccc1, CC(=O)c1ccc(S(=O)(=O)C(N)c2ccccc2-c2ccccc2C(=O)NCCc2ccccc2)cc1. Product: CC(=O)c1ccc(S(=O)(=O)NCc2ccccc2-c2ccccc2C(=O)NCCc2ccccc2)cc1. Reaction SMILES: [C:26]([CH3:27])(=[O:28])[c:29]1[cH:30][cH:31][c:32]([S:35](=[O:36])(=[O:37])[Cl:38])[cH:33][cH:34]1.[CH2:1]([CH2:2][c:3]1[cH:4][cH:5][cH:6][cH:7][cH:8]1)[NH:9][C:10](=[O:11])[c:12]1[c:13](-[c:18]2[c:19]([CH2:24][NH2:25])[cH:20][cH:21][cH:22][cH:23]2)[cH:14][cH:15][cH:16][cH:17]1.[CH2:39]([NH:40][C:41]([c:42]1[c:43](-[c:44]2[cH:45][cH:46][cH:47][cH:48][c:49]2[CH:50]([S:51]([c:52]2[cH:53][cH:54][c:55]([C:56](=[O:57])[CH3:58])[cH:59][cH:60]2)(=[O:61])=[O:62])[NH2:63])[cH:64][cH:65][cH:66][cH:67]1)=[O:68])[CH2:69][c:70]1[cH:71][cH:72][cH:73][cH:74][cH:75]1>>[CH2:1]([CH2:2][c:3]1[cH:4][cH:5][cH:6][cH:7][cH:8]1)[NH:9][C:10](=[O:11])[c:12]1[c:13](-[c:18]2[c:19]([CH2:24][NH:25][S:35]([c:32]3[cH:31][cH:30][c:29]([C:26]([CH3:27])=[O:28])[cH:34][cH:33]3)(=[O:36])=[O:37])[cH:20][cH:21][cH:22][cH:23]2)[cH:14][cH:15][cH:16][cH:17]1. The reactants are ClC=1C=C(C=2N(N1)C=NN2)C (6-chloro-8-methyl-1,2,4,triazolo[4,3-b]pyridazine), C1OC2(CCNCC2)OC1 (4,4-ethylenedioxypiperidine). The product is C1OC2(CCN(CC2)C=2C=C(C=3N(N2)C=NN3)C)OC1 (6-(4,4-ethylenedioxy-1-piperidinyl) -8-methyl-1,2,4-triazolo[4,3-b]pyridazine). RXN SMILES: Cl[C:2]1[CH:3]=[C:4]([CH3:11])[C:5]2[N:6]([CH:8]=[N:9][N:10]=2)[N:7]=1.[CH2:12]1[CH2:21][O:20][C:14]2([CH2:19][CH2:18][NH:17][CH2:16][CH2:15]2)[O:13]1>>[CH2:12]1[CH2:21][O:20][C:14]2([CH2:19][CH2:18][N:17]([C:2]3[CH:3]=[C:4]([CH3:11])[C:5]4[N:6]([CH:8]=[N:9][N:10]=4)[N:7]=3)[CH2:16][CH2:15]2)[O:13]1. Procedure details: reacting 6-chloro-8-methyl-1,2,4,triazolo[4,3-b]pyridazine with 4,4-ethylenedioxypiperidine to give 6-(4,4-ethylenedioxy-1-piperidinyl) -8-methyl-1,2,4-triazolo[4,3-b]pyridazine; Starting materials: ClC=1C=C(C(=O)O)C=CC1C(C(C(F)(F)F)(O)C1=CC(=NC=C1)Cl)C (3-chloro-4-[2-(2-chloro-pyridin-4-yl)-3,3,3-trifluoro-2-hydroxy-1-methyl-propyl]-benzoic acid), C1=CN(C=N1)C(=O)N2C=CN=C2 (CDI), C(C)(=O)OCC (ethyl acetate), ethyl-2-oxoiminooxamate. Reaction conditions: temperature 0 celsius, time 30 minute. Yields the product C(C)OC(=O)C1=NOC(=N1)C1=CC(=C(C=C1)C(C(C(F)(F)F)(O)C1=CC(=NC=C1)Cl)C)Cl (5-{3-Chloro-4-[2-(2-chloro-pyridin-4-yl)-3,3,3-trifluoro-2-hydroxy-1-methyl-propyl]-phenyl}-[1,2,4]oxadiazole-3-carboxylic acid ethyl ester). Reaction SMILES: [Cl:1][C:2]1[CH:3]=[C:4]([CH:8]=[CH:9][C:10]=1[CH:11]([CH3:25])[C:12]([C:18]1[CH:23]=[CH:22][N:21]=[C:20]([Cl:24])[CH:19]=1)([OH:17])[C:13]([F:16])([F:15])[F:14])[C:5]([OH:7])=O.C1N=CN(C([N:33]2[CH:37]=[N:36]C=C2)=O)C=1.[C:38]([O:41][CH2:42][CH3:43])(=[O:40])C>>[CH2:42]([O:41][C:38]([C:37]1[N:36]=[C:5]([C:4]2[CH:8]=[CH:9][C:10]([CH:11]([CH3:25])[C:12]([C:18]3[CH:23]=[CH:22][N:21]=[C:20]([Cl:24])[CH:19]=3)([OH:17])[C:13]([F:14])([F:15])[F:16])=[C:2]([Cl:1])[CH:3]=2)[O:7][N:33]=1)=[O:40])[CH3:43]. Procedure details: To a solution of 3-chloro-4-[2-(2-chloro-pyridin-4-yl)-3,3,3-trifluoro-2-hydroxy-1-methyl-propyl]-benzoic acid (Example 26, 150 mg, 0.238 mmol) in ethyl acetate (5 mL) at 0° C. was added CDI (68 mg, 0.42 mmol). The mixture was stirred for 30 min. at 0° C. Additional ethyl-2-oxoiminooxamate (55 mg, 0.42 mmol) was added. The reaction mixture was washed with water, sat aq NaHCO3 and brine, dried over MgSO4, filtered and concentrated. The residue yellow waxy solid was dissolved in N,N-dimethylformam...